This data is from the Open Reaction Database (ORD), a public repository of structured organic reaction records. The task is: describe an organic reaction: reactants, conditions, products, and yield Starting materials: Nc1ccccc1, CN(C)C=O, O=C(O)c1ccc(O)cc1. The product is O=C(Nc1ccccc1)c1ccc(O)cc1. Reaction SMILES: [NH2:11][c:12]1[cH:13][cH:14][cH:15][cH:16][cH:17]1.[O:18]=[CH:19][N:20]([CH3:21])[CH3:22].[OH:1][C:2](=[O:3])[c:4]1[cH:5][cH:6][c:7]([OH:8])[cH:9][cH:10]1>>[C:2](=[O:3])([c:4]1[cH:5][cH:6][c:7]([OH:8])[cH:9][cH:10]1)[NH:11][c:12]1[cH:13][cH:14][cH:15][cH:16][cH:17]1. Conditions: time 0.5 hour. RXN SMILES: [OH:1][CH2:2][C:3]1[CH:8]=[CH:7][C:6]([CH2:9][OH:10])=[CH:5][N:4]=1>[O-2].[O-2].[Mn+4].C(Cl)(Cl)Cl>[CH:2]([C:3]1[CH:8]=[CH:7][C:6]([CH2:9][OH:10])=[CH:5][N:4]=1)=[O:1] |f:1.2.3|. Procedure: 2,5-Di(hydroxymethyl)pyridine (10 g.) in 300 ml. of hot chloroform is treated with 100 g. of manganese dioxide. After 1/2 hour of stirring, the mixture is filtered and the filtrate is evaporated to dryness to give 2-formyl-5-hydroxymethylpyridine. Reactants: OCC1=NC=C(C=C1)CO (2,5-Di(hydroxymethyl)pyridine). Reagents/catalysts: [O-2].[O-2].[Mn+4] (manganese dioxide). Product: C(=O)C1=NC=C(C=C1)CO (2-formyl-5-hydroxymethylpyridine). Solvent: C(Cl)(Cl)Cl (chloroform). Reactants: amine, ClC1=CC=C(C#N)C=C1 (4-chlorobenzonitrile), [Cl-].[NH4+] (ammonium chloride), C1(=CC=CC=C1)C(=C(C)P(C1CCCCC1)C1CCCCC1)C1=CC=CC=C1 (1,1-Diphenyl-2-(dicyclohexylphosphino)propene), nitrile, N1CCOCC1 (morpholine), CC(C)([O-])C.[Na+] (sodium t-butoxide), amine. The reagents and catalysts are C(C)(=O)[O-].[Pd+2].C(C)(=O)[O-] (palladium acetate). Run in C1(=CC=CC=C1)C (toluene). Conditions: temperature 100 celsius, time 14 hour. The product is C(#N)C1=CC=C(C=C1)N1CCOCC1 (N-(4-cyanophenyl)morpholine). Isolated yield 80.8%. As a reaction SMILES: Cl[C:2]1[CH:9]=[CH:8][C:5]([C:6]#[N:7])=[CH:4][CH:3]=1.[NH:10]1[CH2:15][CH2:14][O:13][CH2:12][CH2:11]1.CC(C)([O-])C.[Na+].C1(C(C2C=CC=CC=2)=C(P(C2CCCCC2)C2CCCCC2)C)C=CC=CC=1.[Cl-].[NH4+]>C([O-])(=O)C.[Pd+2].C([O-])(=O)C.C1(C)C=CC=CC=1>[C:6]([C:5]1[CH:8]=[CH:9][C:2]([N:10]2[CH2:15][CH2:14][O:13][CH2:12][CH2:11]2)=[CH:3][CH:4]=1)#[N:7] |f:2.3,5.6,7.8.9|. Procedure: Into a reactor were introduced 0.275 g (2.00 mmol) of 4-chlorobenzonitrile and 4 mL of toluene under a nitrogen atmosphere. The nitrile was dissolved in the solvent. To this solution were added 0.192 g (2.2 mmol) of morpholine, 0.231 g (2.4 mmol) of sodium t-butoxide, 4.5 mg (1 mol % based on the amine) of palladium acetate, and 15.6 mg (2 mmol % based on the amine) of the 1,1-diphenyl-2(dicyclohexylphosphino)propene obtained in Example 2. The resultant reaction mixture was stirred at 100° C. fo... The product is C(C1=CC=CC=C1)OC(=O)N[C@@H](CC1=CNC=N1)C(=O)N[C@H](CC1=CNC2=CC=CC=C12)C(=O)O (Nα -Benzyloxycarbonyl-histidyl-D-tryptophan). The reactants are peptide, [OH-].[Na+] (sodium hydroxide), COC([C@H](NC([C@@H](NC(=O)OCC1=CC=CC=C1)CC1=CNC=N1)=O)CC1=CNC2=CC=CC=C12)=O (Nα -Benzyloxycarbonyl-histidyl-D-tryptophan Methyl Ester), O (water). RXN SMILES: [OH-].[Na+].C[O:4][C:5](=[O:38])[C@@H:6]([CH2:28][C:29]1[C:37]2[C:32](=[CH:33][CH:34]=[CH:35][CH:36]=2)[NH:31][CH:30]=1)[NH:7][C:8](=[O:27])[C@H:9]([CH2:21][C:22]1[N:26]=[CH:25][NH:24][CH:23]=1)[NH:10][C:11]([O:13][CH2:14][C:15]1[CH:20]=[CH:19][CH:18]=[CH:17][CH:16]=1)=[O:12].O>CO>[CH2:14]([O:13][C:11]([NH:10][C@H:9]([C:8]([NH:7][C@@H:6]([C:5]([OH:38])=[O:4])[CH2:28][C:29]1[C:37]2[C:32](=[CH:33][CH:34]=[CH:35][CH:36]=2)[NH:31][CH:30]=1)=[O:27])[CH2:21][C:22]1[N:26]=[CH:25][NH:24][CH:23]=1)=[O:12])[C:15]1[CH:20]=[CH:19][CH:18]=[CH:17][CH:16]=1 |f:0.1|. Solvent: CO (MeOH). Reported procedure: Aqueous sodium hydroxide (15.4 g, 192 mL, 0.08 g/mL solution, 0.38 mol) was added to a solution of dipeptide 25 (187.1 g, ca. 0.38 mol), water (360 mL) and MeOH (ca. 6 L). The solution was stirred at room temperature until hydrolysis was complete (ca. 24 hours). The disappearance of the starting peptide was established by HPLC analysis. The solution was concentrated in vacuo to a residue which was dissolved in water (ca. 1 L). The aqueous layer (pH ca. 10) was then extracted with EtOAc (2×500 mL... Starting materials: CC(=O)c1cc(Br)ccc1O, CCO, [Na+], [Na+], O=CC1CCOCC1, O, O, O, O, O, O, O, O, O, OB1O[B-]2(O)OB(O)O[B-](O)(O1)O2. The product is O=C1CC(C2CCOCC2)Oc2ccc(Br)cc21. As a reaction SMILES: [Br:1][c:2]1[cH:3][cH:4][c:5]([OH:11])[c:6]([C:8]([CH3:9])=[O:10])[cH:7]1.[CH3:43][CH2:44][OH:45].[Na+:20].[Na+:21].[O:12]1[CH2:13][CH2:14][CH:15]([CH:18]=[O:19])[CH2:16][CH2:17]1.[OH2:22].[OH2:23].[OH2:24].[OH2:25].[OH2:26].[OH2:27].[OH2:28].[OH2:29].[OH2:46].[OH:30][B:31]1[O:32][B-:33]2([OH:42])[O:34][B-:35]([OH:40])([O:36][B:37]([OH:39])[O:38]2)[O:41]1>>[Br:1][c:2]1[cH:3][cH:4][c:5]2[c:6]([cH:7]1)[C:8](=[O:10])[CH2:9][CH:18]([CH:15]1[CH2:14][CH2:13][O:12][CH2:17][CH2:16]1)[O:11]2.